The task is: describe an organic reaction: reactants, conditions, products, and yield. This data is from the Open Reaction Database (ORD), a public repository of structured organic reaction records. Reagents/catalysts: [Cl-].[Zn+2].[Cl-] (zinc chloride). Reaction SMILES: Br[C:2]1[CH:7]=[CH:6][C:5]([CH3:8])=[CH:4][CH:3]=1.[F:9][C:10]1[CH:15]=[CH:14][CH:13]=[CH:12][C:11]=1I>O1CCCC1.C(OCC)(=O)C.[Cl-].[Zn+2].[Cl-]>[F:9][C:10]1[CH:15]=[CH:14][CH:13]=[CH:12][C:11]=1[C:2]1[CH:7]=[CH:6][C:5]([CH3:8])=[CH:4][CH:3]=1 |f:4.5.6|. Procedure: Thirty milliliters of a 1.6-M-n-butyllithium hexane solution and a solution of 8.33 g of 4-bromotoluene in 30 ml of tetrahydrofuran were added in this order to 30 ml of tetrahydrofuran which had been cooled to −78° C. in a nitrogen atmosphere, and the mixture was then stirred at −78° C. for 1 hour. A solution containing 6.64 g of zinc chloride which had been dehydrated through heat-melting under reduced pressure in 30 ml of tetrahydrofuran was added thereto at −78° C., and the mixture was stirre... Run at temperature -78 celsius, time 1 hour. Yield: 99.9%. The reactants are 1.6-M-n-butyllithium hexane, BrC1=CC=C(C=C1)C (4-bromotoluene), FC1=C(C=CC=C1)I (2-fluoroiodobenzene), tetrakis(trifluorophosphine)palladium (0). Product: FC1=C(C=CC=C1)C1=CC=C(C=C1)C (2-fluoro-4′-methylbiphenyl). The solvent is O1CCCC1 (tetrahydrofuran), O1CCCC1 (tetrahydrofuran), O1CCCC1 (tetrahydrofuran), C(C)(=O)OCC (ethyl acetate), O1CCCC1 (tetrahydrofuran). Starting materials: ClC1=C(C=C2C(N(C(=NC2=C1)COS(=O)(=O)C)C)=O)CN(CC#C)C1=CC=C(C(=O)OC(C)(C)C)C=C1 (tert-butyl 4-[N-[7-chloro-2-methanesulphonyloxymethyl-3-methyl-4-oxo-3,4-dihydroquinazolin-6-ylmethyl]-N-(prop-2-ynyl)amino]benzoate), C(C)NCC (diethyl amine). Procedure details: To a stirred under argon solution of tert-butyl 4-[N-[7-chloro-2-methanesulphonyloxymethyl-3-methyl-4-oxo-3,4-dihydroquinazolin-6-ylmethyl]-N-(prop-2-ynyl)amino]benzoate (0.230 g, 0.42 mmol) in anhydrous dichloromethane (10 ml) was added diethyl amine (0.306 g, 4.2 mmol). The yellow solution was then stirred at room temperature for 18 hours. The solution was then diluted with ethyl acetate (250 ml) and washed with 5% aqueous sodium carbonate solution (2×100 ml), brine (100 ml), and concentrated ... Yields the product C(C)N(CC)CC1=NC2=CC(=C(C=C2C(N1C)=O)CN(CC#C)C1=CC=C(C(=O)OC(C)(C)C)C=C1)Cl (tert-Butyl 4-[N-[2-Diethylaminomethyl-7-chloro-3-methyl-4-oxo-3,4-dihydroquinazolin-6-ylmethyl]-N-(prop-2-ynyl)amino]benzoate). Reaction SMILES: [Cl:1][C:2]1[CH:11]=[C:10]2[C:5]([C:6](=[O:19])[N:7]([CH3:18])[C:8]([CH2:12]OS(C)(=O)=O)=[N:9]2)=[CH:4][C:3]=1[CH2:20][N:21]([C:25]1[CH:37]=[CH:36][C:28]([C:29]([O:31][C:32]([CH3:35])([CH3:34])[CH3:33])=[O:30])=[CH:27][CH:26]=1)[CH2:22][C:23]#[CH:24].[CH2:38]([NH:40][CH2:41][CH3:42])[CH3:39]>ClCCl.C(OCC)(=O)C>[CH2:38]([N:40]([CH2:12][C:8]1[N:7]([CH3:18])[C:6](=[O:19])[C:5]2[C:10](=[CH:11][C:2]([Cl:1])=[C:3]([CH2:20][N:21]([C:25]3[CH:37]=[CH:36][C:28]([C:29]([O:31][C:32]([CH3:34])([CH3:33])[CH3:35])=[O:30])=[CH:27][CH:26]=3)[CH2:22][C:23]#[CH:24])[CH:4]=2)[N:9]=1)[CH2:41][CH3:42])[CH3:39]. Run in ClCCl (dichloromethane), C(C)(=O)OCC (ethyl acetate). Run at time 18 hour. Reactants: FC1=CC=C(C=C1)NC1=NC=C2N=C(N(C2=N1)C)C1=CC(=NC=C1)C(=O)OCC (ethyl 4-(2-(4-fluorophenylamino)-9-methyl-9H-purin-8-yl)picolinate), [BH4-].[Na+] (sodium borohydride). Solvent: C(C)O (ethanol). Reaction conditions: time 16 hour. Product: FC1=CC=C(C=C1)NC1=NC=C2N=C(N(C2=N1)C)C1=CC(=NC=C1)CO ((4-(2-(4-fluorophenylamino)-9-methyl-9H-purin-8-yl)pyridine-2-yl)methanol). Isolated yield 3.3%. RXN SMILES: [F:1][C:2]1[CH:7]=[CH:6][C:5]([NH:8][C:9]2[N:17]=[C:16]3[C:12]([N:13]=[C:14]([C:19]4[CH:24]=[CH:23][N:22]=[C:21]([C:25](OCC)=[O:26])[CH:20]=4)[N:15]3[CH3:18])=[CH:11][N:10]=2)=[CH:4][CH:3]=1.[BH4-].[Na+]>C(O)C>[F:1][C:2]1[CH:3]=[CH:4][C:5]([NH:8][C:9]2[N:17]=[C:16]3[C:12]([N:13]=[C:14]([C:19]4[CH:24]=[CH:23][N:22]=[C:21]([CH2:25][OH:26])[CH:20]=4)[N:15]3[CH3:18])=[CH:11][N:10]=2)=[CH:6][CH:7]=1 |f:1.2|. Procedure details: To a solution of 30 mg (0.077 mmol, 1.0 eq.) of ethyl 4-(2-(4-fluorophenylamino)-9-methyl-9H-purin-8-yl)picolinate (I-15) in 3 mL of ethanol was added 58 mg (1.5 mmol, 20 eq.) of sodium borohydride. The mixture was stirred at room temperature for 16 h. The volatiles were removed in vacuo and the resulting residue was purified by semi-preparative HPLC to afford 0.9 mg (3%) of (4-(2-(4-fluorophenylamino)-9-methyl-9H-purin-8-yl)pyridine-2-yl)methanol (I-16).